From a dataset of the Open Reaction Database (ORD), a public repository of structured organic reaction records. describe an organic reaction: reactants, conditions, products, and yield The reactants are COC(=O)OC, CO, C[O-], OCC(F)(F)C(F)(F)F, [Na+]. Yields the product COC(=O)OCC(F)(F)C(F)(F)F. As a reaction SMILES: [CH3:10][O:11][C:12](=[O:13])[O:14][CH3:15].[CH3:16][OH:17].[CH3:18][O-:19].[F:1][C:2]([CH2:3][OH:4])([C:5]([F:6])([F:7])[F:8])[F:9].[Na+:20]>>[F:1][C:2]([CH2:3][O:4][C:12]([O:11][CH3:10])=[O:13])([C:5]([F:6])([F:7])[F:8])[F:9]. The yield is 33.7%. Procedure: 6-Bromo-2,2′-bipyridine (0.35 g, 1.44 mmol) was coupled to 3-tributylstannyl-7-trifluoromethylimidazo[1,2-α]pyrimidine (1.13 mmol) by the method of Example 1. Purification by chromatography on silica gel eluting with isohexane on a gradient of ethyl acetate (20-100%) and trituration with isohexane gave 6-(7-trifluoromethylimidazo[1,2-α]pyrimidin-3-yl)-2,2′-bipyridine (130 mg) as a pale yellow solid: δH (400 MHz, CDCl3) 7.39-7.43 (2H, m), 7.85 (1H, d, J 8), 7.89-7.94 (1H, m), 7.99 (1H, dd, J 8 an... Yields the product FC(C1=NC=2N(C=C1)C(=CN2)C2=CC=CC(=N2)C2=NC=CC=C2)(F)F (6-(7-trifluoromethylimidazo[1,2-α]pyrimidin-3-yl)-2,2′-bipyridine). Reaction SMILES: Br[C:2]1[N:7]=[C:6]([C:8]2[CH:13]=[CH:12][CH:11]=[CH:10][N:9]=2)[CH:5]=[CH:4][CH:3]=1.C([Sn](CCCC)(CCCC)[C:19]1[N:23]2[CH:24]=[CH:25][C:26]([C:28]([F:31])([F:30])[F:29])=[N:27][C:22]2=[N:21][CH:20]=1)CCC>>[F:30][C:28]([F:29])([F:31])[C:26]1[CH:25]=[CH:24][N:23]2[C:19]([C:2]3[N:7]=[C:6]([C:8]4[CH:13]=[CH:12][CH:11]=[CH:10][N:9]=4)[CH:5]=[CH:4][CH:3]=3)=[CH:20][N:21]=[C:22]2[N:27]=1. Reactants: BrC1=CC=CC(=N1)C1=NC=CC=C1 (6-Bromo-2,2′-bipyridine), C(CCC)[Sn](C1=CN=C2N1C=CC(=N2)C(F)(F)F)(CCCC)CCCC (3-tributylstannyl-7-trifluoromethylimidazo[1,2-α]pyrimidine). Starting materials: Cl (HCl), C(\C=C\C1=CC(O)=C(O)C=C1)(=O)O (caffeic acid), C(CC1=CC=CC=C1)Br (phenethyl bromide), [OH-].[Na+] (sodium hydroxide). The solvent is N1=CC=CC=C1 (pyridine). Conditions: time 1 hour. Yields the product C(CC1=CC=CC=C1)OC(\C=C\C1=CC(O)=C(O)C=C1)=O (caffeic acid phenethyl ester). Reaction SMILES: [C:1]([OH:13])(=[O:12])/[CH:2]=[CH:3]/[C:4]1[CH:11]=[CH:10][C:8]([OH:9])=[C:6]([OH:7])[CH:5]=1.[OH-].[Na+].[CH2:16](Br)[CH2:17][C:18]1[CH:23]=[CH:22][CH:21]=[CH:20][CH:19]=1.Cl>N1C=CC=CC=1>[CH2:16]([O:12][C:1](=[O:13])/[CH:2]=[CH:3]/[C:4]1[CH:11]=[CH:10][C:8]([OH:9])=[C:6]([OH:7])[CH:5]=1)[CH2:17][C:18]1[CH:23]=[CH:22][CH:21]=[CH:20][CH:19]=1 |f:1.2|. Procedure: 1 g of caffeic acid was dissolved in 25 mL of pyridine. 1.14 mL of 25% aqueous sodium hydroxide solution was added while stirring. Stirring continued for 1 hr. At the end of this period a solution of 2.8 mL of phenethyl bromide was added slowly in 30 minutes. The resulting reaction mixture was stirred at room temperature for 50 hrs. Next, the reaction mixture was poured into 100 mL of 10% HCl and extracted with methylene chloride (2×50 mL). The combined organic extract was washed with water (2×5... Reactants: NC=1C(=NC(=C(N1)N)Cl)C(=O)\N=C/1\NC2(CN1)CCN(CC2)C(CCC2=CC=C(OCC(=O)O)C=C2)=O ([4-(3-{2-[(E)-3,5-diamino-6-chloro-pyrazine-2-carbonylimino]-1,3,8-triaza-spiro[4.5]dec-8-yl}-3-oxo-propyl)-phenoxy]-acetic acid), OCC(=O)N1CCOCC1 (2-hydroxy-1-morpholin-4-yl-ethanone), NC=1C(=NC(=C(N1)N)Cl)C(=O)\N=C/1\NC2(CN1)CCN(CC2)C(CCC2=CC=C(OCC(=O)O)C=C2)=O ([4-(3-{2-[(E)-3,5-diamino-6-chloro-pyrazine-2-carbonylimino]-1,3,8-triaza-spiro[4.5]dec-8-yl}-3-oxo-propyl)-phenoxy]-acetic acid), OCC(=O)N1C(CCC1)C(F)(F)F (2-hydroxy-1-(2-(trifluoromethyl)pyrrolidin-1-yl)ethanone). The product is N1(CCOCC1)C(COC(COC1=CC=C(C=C1)CCC(=O)N1CCC2(CN\C(\N2)=N/C(=O)C2=NC(=C(N=C2N)N)Cl)CC1)=O)=O ([4-(3-{2-[(E)-3,5-Diamino-6-chloro-pyrazine-2-carbonylimino]-1,3,8-triaza-spiro[4.5]dec-8-yl}-3-oxo-propyl)-phenoxy]-acetic acid 2-morpholin-4-yl-2-oxo-ethyl ester). RXN SMILES: [NH2:1][C:2]1[C:3]([C:10](/[N:12]=[C:13]2/[NH:14][C:15]3([CH2:22][CH2:21][N:20]([C:23](=[O:37])[CH2:24][CH2:25][C:26]4[CH:36]=[CH:35][C:29]([O:30][CH2:31][C:32]([OH:34])=[O:33])=[CH:28][CH:27]=4)[CH2:19][CH2:18]3)[CH2:16][NH:17]/2)=[O:11])=[N:4][C:5]([Cl:9])=[C:6]([NH2:8])[N:7]=1.OCC(N1CCCC1C(F)(F)F)=O.O[CH2:52][C:53]([N:55]1[CH2:60][CH2:59][O:58][CH2:57][CH2:56]1)=[O:54]>>[N:55]1([C:53](=[O:54])[CH2:52][O:33][C:32](=[O:34])[CH2:31][O:30][C:29]2[CH:28]=[CH:27][C:26]([CH2:25][CH2:24][C:23]([N:20]3[CH2:21][CH2:22][C:15]4([NH:14]/[C:13](=[N:12]/[C:10]([C:3]5[C:2]([NH2:1])=[N:7][C:6]([NH2:8])=[C:5]([Cl:9])[N:4]=5)=[O:11])/[NH:17][CH2:16]4)[CH2:18][CH2:19]3)=[O:37])=[CH:36][CH:35]=2)[CH2:60][CH2:59][O:58][CH2:57][CH2:56]1. Reported procedure: The title compound was prepared by an analogous method to Example 4.0, replacing 3-(3-{2-[(E)-3,5-Diamino-6-chloro-pyrazine-2-carbonylimino]-1,3,8-triaza-spiro[4.5]decane-8-carbonyl}-benzenesulfonylamino)-propionic acid with [4-(3-{2-[(E)-3,5-diamino-6-chloro-pyrazine-2-carbonylimino]-1,3,8-triaza-spiro[4.5]dec-8-yl}-3-oxo-propyl)-phenoxy]-acetic acid (Intermediate B), and 2-hydroxy-1-(2-(trifluoromethyl)pyrrolidin-1-yl)ethanone (Int. D) with 2-hydroxy-1-morpholin-4-yl-ethanone; 1H NMR (400 MHz,... Product: O=C(NO)c1ccc(CCn2c3ccccc3c3ccccc32)cc1. Starting materials: O=C([O-])O, COC(=O)c1ccc(CCn2c3ccccc3c3ccccc32)cc1, C[O-], CO, CCOC(C)=O, Cl, NO, [Na+], [Na+], CN(C)C=O. Reaction SMILES: [C:45](=[O:46])([OH:47])[O-:48].[CH3:1][O:2][C:3]([c:4]1[cH:5][cH:6][c:7]([CH2:10][CH2:11][n:12]2[c:13]3[cH:14][cH:15][cH:16][cH:17][c:18]3[c:19]3[cH:20][cH:21][cH:22][cH:23][c:24]23)[cH:8][cH:9]1)=[O:25].[CH3:29][O-:30].[CH3:32][OH:33].[CH3:39][CH2:40][O:41][C:42](=[O:43])[CH3:44].[ClH:26].[NH2:27][OH:28].[Na+:31].[Na+:49].[O:34]=[CH:35][N:36]([CH3:37])[CH3:38]>>[O:2]=[C:3]([c:4]1[cH:5][cH:6][c:7]([CH2:10][CH2:11][n:12]2[c:13]3[cH:14][cH:15][cH:16][cH:17][c:18]3[c:19]3[cH:20][cH:21][cH:22][cH:23][c:24]23)[cH:8][cH:9]1)[NH:27][OH:28]. Starting materials: C1(CCCC1)C1(OC(C=C(C1)O)=O)CCC1=CC(=C(C(=C1)F)C(C#N)(C)C)F (2-{4-[2-(2-Cyclopentyl-4-hydroxy-6-oxo-3,6-dihydro-2H-pyran-2-yl)-ethyl]-2,6-difluoro-phenyl}-2-methyl-propionitrile), C(C)C=1C=NC=2N(C1)N=C(N2)C=O (6-ethyl-[1,2,4]triazolo[1,5-a]pyrimidine-2-carbaldehyde). Procedure details: A solution of 2-{4-[2-(2-Cyclopentyl-4-hydroxy-6-oxo-3,6-dihydro-2H-pyran-2-yl)-ethyl]-2,6-difluoro-phenyl}-2-methyl-propionitrile (272 mg, 0.7 mmol) in anhydrous MeOH (1.5 mL) was treated with 6-ethyl-[1,2,4]triazolo[1,5-a]pyrimidine-2-carbaldehyde (324 mg, 2.0 mmol), followed by borane-dimethylamine complex (191.7 mg, 1.05 mmol) at room temperature. The reaction was stirred for 12 hours. The precipitate was removed by filtration, and the filtrate was concentrated to a crude oil. The crude oil ... The solvent is CO (MeOH). Yields the product C1(CCCC1)C1(OC(C(=C(C1)O)CC1=NN2C(N=CC(=C2)CC)=N1)=O)CCC1=CC(=C(C(=C1)F)C(C#N)(C)C)F (2-(4-{2-[2-Cyclopentyl-5-(6-ethyl-[1,2,4]triazolo[1,5-a]pyrimidin-2-ylmethyl)-4-hydroxy-6-oxo-3,6-dihydro-2H-pyran-2-yl]-ethyl}-2,6-difluoro-phenyl)-2-methyl-propionitrile). As a reaction SMILES: [CH:1]1([C:6]2([CH2:14][CH2:15][C:16]3[CH:21]=[C:20]([F:22])[C:19]([C:23]([CH3:27])([CH3:26])[C:24]#[N:25])=[C:18]([F:28])[CH:17]=3)[CH2:11][C:10]([OH:12])=[CH:9][C:8](=[O:13])[O:7]2)[CH2:5][CH2:4][CH2:3][CH2:2]1.[CH2:29]([C:31]1[CH:32]=[N:33][C:34]2[N:35]([N:37]=[C:38]([CH:40]=O)[N:39]=2)[CH:36]=1)[CH3:30]>CO>[CH:1]1([C:6]2([CH2:14][CH2:15][C:16]3[CH:21]=[C:20]([F:22])[C:19]([C:23]([CH3:26])([CH3:27])[C:24]#[N:25])=[C:18]([F:28])[CH:17]=3)[CH2:11][C:10]([OH:12])=[C:9]([CH2:40][C:38]3[N:39]=[C:34]4[N:33]=[CH:32][C:31]([CH2:29][CH3:30])=[CH:36][N:35]4[N:37]=3)[C:8](=[O:13])[O:7]2)[CH2:5][CH2:4][CH2:3][CH2:2]1. Run at time 12 hour. Reactants: Cc1noc(C)c1C(=O)B(O)O, COCCOC, CCOC(C)=O, Ic1ccc(Oc2ccc3c(c2)CCN(C2CCC2)CC3)nc1, [Na+], [Na+], O=C([O-])[O-], c1ccc(P(c2ccccc2)(c2ccccc2)[Pd](P(c2ccccc2)(c2ccccc2)c2ccccc2)(P(c2ccccc2)(c2ccccc2)c2ccccc2)P(c2ccccc2)(c2ccccc2)c2ccccc2)cc1. Yields the product Cc1noc(C)c1-c1ccc(Oc2ccc3c(c2)CCN(C2CCC2)CC3)nc1. As a reaction SMILES: [CH3:24][c:25]1[n:26][o:27][c:28]([CH3:35])[c:29]1[C:30]([B:31]([OH:32])[OH:33])=[O:34].[CH3:42][O:43][CH2:44][CH2:45][O:46][CH3:47].[CH3:48][CH2:49][O:50][C:51](=[O:52])[CH3:53].[CH:1]1([N:5]2[CH2:6][CH2:7][c:8]3[c:9]([cH:12][cH:13][c:14]([O:16][c:17]4[n:18][cH:19][c:20]([I:23])[cH:21][cH:22]4)[cH:15]3)[CH2:10][CH2:11]2)[CH2:2][CH2:3][CH2:4]1.[Na+:36].[Na+:37].[O-:38][C:39](=[O:40])[O-:41].[cH:54]1[cH:55][cH:56][c:57]([P:58]([Pd:59]([P:60]([c:61]2[cH:62][cH:63][cH:64][cH:65][cH:66]2)([c:67]2[cH:68][cH:69][cH:70][cH:71][cH:72]2)[c:73]2[cH:74][cH:75][cH:76][cH:77][cH:78]2)([P:79]([c:80]2[cH:81][cH:82][cH:83][cH:84][cH:85]2)([c:86]2[cH:87][cH:88][cH:89][cH:90][cH:91]2)[c:92]2[cH:93][cH:94][cH:95][cH:96][cH:97]2)[P:98]([c:99]2[cH:100][cH:101][cH:102][cH:103][cH:104]2)([c:105]2[cH:106][cH:107][cH:108][cH:109][cH:110]2)[c:111]2[cH:112][cH:113][cH:114][cH:115][cH:116]2)([c:117]2[cH:118][cH:119][cH:120][cH:121][cH:122]2)[c:123]2[cH:124][cH:125][cH:126][cH:127][cH:128]2)[cH:129][cH:130]1>>[CH:1]1([N:5]2[CH2:6][CH2:7][c:8]3[c:9]([cH:12][cH:13][c:14]([O:16][c:17]4[n:18][cH:19][c:20](-[c:29]5[c:25]([CH3:24])[n:26][o:27][c:28]5[CH3:35])[cH:21][cH:22]4)[cH:15]3)[CH2:10][CH2:11]2)[CH2:2][CH2:3][CH2:4]1.